describe an organic reaction: reactants, conditions, products, and yield From a dataset of the Open Reaction Database (ORD), a public repository of structured organic reaction records. Reactants: C(C)OC(C1=C(C=C(C(=C1)Br)Cl)OCC)=O (5-bromo-4-chloro-2-ethoxy-benzoic acid ethyl ester), [Cu]C#N (copper(I) cyanide). Run in C(Cl)Cl (methylene chloride), CN(C=O)C (dimethylformamide). Product: C(C)OC(C1=C(C=C(C(=C1)C#N)Cl)OCC)=O (4-chloro-5-cyano-2-ethoxy-benzoic acid ethyl ester). Yield: 47.2%. RXN SMILES: [CH2:1]([O:3][C:4](=[O:16])[C:5]1[CH:10]=[C:9](Br)[C:8]([Cl:12])=[CH:7][C:6]=1[O:13][CH2:14][CH3:15])[CH3:2].[Cu][C:18]#[N:19]>CN(C)C=O.C(Cl)Cl>[CH2:1]([O:3][C:4](=[O:16])[C:5]1[CH:10]=[C:9]([C:18]#[N:19])[C:8]([Cl:12])=[CH:7][C:6]=1[O:13][CH2:14][CH3:15])[CH3:2]. Procedure: To a solution of 5-bromo-4-chloro-2-ethoxy-benzoic acid ethyl ester (940 mg, 3.0 mmol) in 20 mL of dimethylformamide was added copper(I) cyanide (327 mg, 3.65 mmol). The reaction was stirred at reflux overnight. The reaction was diluted with methylene chloride. It was washed twice with brine, dried over anhydrous magnesium sulfate and concentrated in vacuo. Purification of the crude residue by flash column chromatography (silica gel, eluting with a gradient of ethyl acetate in hexanes) gave 4-ch... Reactants: [Li] (lithium), CC(C)([O-])C.[K+] (potassium t-butoxide), CC(CCC#CC)CCCCCCCCC (6-methyl-2-pentadecyne). Run at temperature 70 celsius, time 2 hour. Yields the product CC(CCCC#C)CCCCCCCCC (6-methyl-1-pentadecyne). Reaction SMILES: [Li].CC(C)([O-])C.[K+].[CH3:8][CH:9]([CH2:15][CH2:16][CH2:17][CH2:18][CH2:19][CH2:20][CH2:21][CH2:22][CH3:23])[CH2:10][CH2:11][C:12]#[C:13][CH3:14]>>[CH3:8][CH:9]([CH2:15][CH2:16][CH2:17][CH2:18][CH2:19][CH2:20][CH2:21][CH2:22][CH3:23])[CH2:10][CH2:11][CH2:12][C:13]#[CH:14] |f:1.2,^1:0|. Procedure details: To anhydrous 1,3-diaminopropane (180 ml), which had been distilled, metallic lithium (2.8 g, 0.4 mol) was added under argon stream, and the mixture was stirred for 2 hours at 70° C. After the mixture was allowed to cool, potassium t-butoxide (27 g, 0.24 mol) was added, followed by stirring for 15 minutes. The 6-methyl-2-pentadecyne (6″) (12.1 g, 54.5 mmols) was added dropwise, and the mixture was stirred overnight at room temperature. This reaction was carefully quenched with a saturated aqueous... The reactants are ClC1=C(C=C(C=C1)CC(=O)N1C(CCCC1)C1=CC=CC=C1)F (2-(4-chloro-3-fluoro-phenyl)-1-(2-phenyl-piperidin-1-yl)-ethanone), C(C)N(C(C(N1CCNCC1)C1=CC=CC=C1)=O)CC (N,N-diethyl-2-phenyl-2-piperazin-1-yl-acetamide), CC(C)C1=CC(=C(C(=C1)C(C)C)C2=C(C=CC=C2)P(C3CCCCC3)C4CCCCC4)C(C)C (XPhos), CC(C)([O-])C.[Na+] (sodium t-butoxide). Reagents/catalysts: C=1C=CC(=CC1)/C=C/C(=O)/C=C/C2=CC=CC=C2.C=1C=CC(=CC1)/C=C/C(=O)/C=C/C2=CC=CC=C2.C=1C=CC(=CC1)/C=C/C(=O)/C=C/C2=CC=CC=C2.[Pd].[Pd] (Pd2(dba)3). Solvent: C1(=CC=CC=C1)C (toluene). Yields the product C(C)N(C(C(C1=CC=CC=C1)N1CCN(CC1)C1=C(C=C(C=C1)CC(N1C(CCCC1)C1=CC=CC=C1)=O)F)=O)CC (N,N-Diethyl-2-(4-{2-fluoro-4-[2-oxo-2-(2-phenyl-piperidin-1-yl)-ethyl]-phenyl}-piperazin-1-yl)-2-phenyl-acetamide). Yield: 16.4%. RXN SMILES: Cl[C:2]1[CH:7]=[CH:6][C:5]([CH2:8][C:9]([N:11]2[CH2:16][CH2:15][CH2:14][CH2:13][CH:12]2[C:17]2[CH:22]=[CH:21][CH:20]=[CH:19][CH:18]=2)=[O:10])=[CH:4][C:3]=1[F:23].[CH2:24]([N:26]([CH2:42][CH3:43])[C:27](=[O:41])[CH:28]([C:35]1[CH:40]=[CH:39][CH:38]=[CH:37][CH:36]=1)[N:29]1[CH2:34][CH2:33][NH:32][CH2:31][CH2:30]1)[CH3:25].CC(C1C=C(C(C)C)C(C2C=CC=CC=2P(C2CCCCC2)C2CCCCC2)=C(C(C)C)C=1)C.CC(C)([O-])C.[Na+]>C1(C)C=CC=CC=1.C1C=CC(/C=C/C(/C=C/C2C=CC=CC=2)=O)=CC=1.C1C=CC(/C=C/C(/C=C/C2C=CC=CC=2)=O)=CC=1.C1C=CC(/C=C/C(/C=C/C2C=CC=CC=2)=O)=CC=1.[Pd].[Pd]>[CH2:42]([N:26]([CH2:24][CH3:25])[C:27](=[O:41])[CH:28]([N:29]1[CH2:34][CH2:33][N:32]([C:2]2[CH:7]=[CH:6][C:5]([CH2:8][C:9](=[O:10])[N:11]3[CH2:16][CH2:15][CH2:14][CH2:13][CH:12]3[C:17]3[CH:22]=[CH:21][CH:20]=[CH:19][CH:18]=3)=[CH:4][C:3]=2[F:23])[CH2:31][CH2:30]1)[C:35]1[CH:40]=[CH:39][CH:38]=[CH:37][CH:36]=1)[CH3:43] |f:3.4,6.7.8.9.10|. Procedure: A solution of 2-(4-chloro-3-fluoro-phenyl)-1-(2-phenyl-piperidin-1-yl)-ethanone (0.25 g, 0.75 mmol), N,N-diethyl-2-phenyl-2-piperazin-1-yl-acetamide (0.23 g, 0.82 mmol), Pd2(dba)3 (0.01 g, 0.0075 mmol), XPhos (0.01 g, 0.015 mmol), and sodium t-butoxide (0.11 g, 1.05 mmol) in toluene (2 mL) was irradiated by microwave at 120° C. for 20 min. The solution was allowed to cool, filtered through diatomaceous earth, washing with DCM (10 mL). The filtrate was concentrated and the residue was purified by... Reactants: CC(=C(Br)C=O)c1ccc2c(c1)C(C)(C)CCC2(C)C, CCOC(=O)C=C(C)CP(=O)(OCC)OCC, C1CCOC1, [H-], [Na+]. Product: CCOC(=O)C=C(C)C=CC(Br)=C(C)c1ccc2c(c1)C(C)(C)CCC2(C)C. As a reaction SMILES: [Br:20][C:21]([CH:22]=[O:23])=[C:24]([CH3:25])[c:26]1[cH:27][c:28]2[c:33]([cH:34][cH:35]1)[C:32]([CH3:36])([CH3:37])[CH2:31][CH2:30][C:29]2([CH3:38])[CH3:39].[CH2:3]([CH3:4])[O:5][C:6]([CH:7]=[C:8]([CH2:9][P:10]([O:11][CH2:12][CH3:13])([O:14][CH2:15][CH3:16])=[O:17])[CH3:18])=[O:19].[CH2:40]1[O:41][CH2:42][CH2:43][CH2:44]1.[H-:2].[Na+:1]>>[CH2:3]([CH3:4])[O:5][C:6]([CH:7]=[C:8]([CH:9]=[CH:22][C:21]([Br:20])=[C:24]([CH3:25])[c:26]1[cH:27][c:28]2[c:33]([cH:34][cH:35]1)[C:32]([CH3:36])([CH3:37])[CH2:31][CH2:30][C:29]2([CH3:38])[CH3:39])[CH3:18])=[O:19]. Reactants: solid, Cl.Cl.O1CCC2=C1C=CC=C2C2CCN(CC2)CC[C@@H]2CC[C@H](CC2)N (trans-4-{2-[4-(2,3-dihydro-benzofuran-4-yl)-piperidin-1-yl]-ethyl}-cyclohexylamine dihydrochloride), Cl.Cl.O1CCC2=C1C=CC=C2C2CCN(CC2)CC[C@@H]2CC[C@H](CC2)N (trans-4-{2-[4-(2,3-dihydro-benzofuran-4-yl)-piperidin-1-yl]-ethyl}-cyclohexylamine dihydrochloride), C1(=CC=C(C=C1)C(=O)O)C1=CC=CC=C1 (biphenyl-4-carboxylic acid). The product is O1CCC2=C1C=CC=C2C2CCN(CC2)CC[C@@H]2CC[C@H](CC2)NC(=O)C2=CC=C(C=C2)C2=CC=CC=C2 (Biphenyl-4-carboxylic acid trans-(4-{2-[4-(2,3-dihydro-benzofuran-4-yl)-piperidin-1-yl]-ethyl}-cyclohexyl)-amide). Reaction SMILES: Cl.Cl.[O:3]1[C:7]2[CH:8]=[CH:9][CH:10]=[C:11]([CH:12]3[CH2:17][CH2:16][N:15]([CH2:18][CH2:19][C@H:20]4[CH2:25][CH2:24][C@H:23]([NH2:26])[CH2:22][CH2:21]4)[CH2:14][CH2:13]3)[C:6]=2[CH2:5][CH2:4]1.[C:27]1([C:36]2[CH:41]=[CH:40][CH:39]=[CH:38][CH:37]=2)[CH:32]=[CH:31][C:30]([C:33](O)=[O:34])=[CH:29][CH:28]=1>>[O:3]1[C:7]2[CH:8]=[CH:9][CH:10]=[C:11]([CH:12]3[CH2:17][CH2:16][N:15]([CH2:18][CH2:19][C@H:20]4[CH2:21][CH2:22][C@H:23]([NH:26][C:33]([C:30]5[CH:31]=[CH:32][C:27]([C:36]6[CH:37]=[CH:38][CH:39]=[CH:40][CH:41]=6)=[CH:28][CH:29]=5)=[O:34])[CH2:24][CH2:25]4)[CH2:14][CH2:13]3)[C:6]=2[CH2:5][CH2:4]1 |f:0.1.2|. Procedure: The title compound, white solid (112 mg, 88%), MS (ISP) m/z=509.5 [(M+H)+], mp 241° C., was prepared in accordance with the general method of example 1 from trans-4-{2-[4-(2,3-dihydro-benzofuran-4-yl)-piperidin-1-yl]-ethyl}-cyclohexylamine dihydrochloride (intermediate B) (100 mg, 0.25 mmol) and biphenyl-4-carboxylic acid.